The task is: describe an organic reaction: reactants, conditions, products, and yield. This data is from the Open Reaction Database (ORD), a public repository of structured organic reaction records. Reactants: BrC1=CC=C(C(=C1C=O)F)CCC (6-bromo-2-fluoro-3-propylbenzaldehyde), CC=1C=CC(=CC1)S(=O)(=O)O (PTSA), C1(=CC=CC=C1)C (toluene). Product: BrC1=CC=C(C(=C1C1OCCO1)F)CCC (2-(6-bromo-2-fluoro-3-propylphenyl)-1,3-dioxolane). Yield: 99.0%. RXN SMILES: [Br:1][C:2]1[C:7]([CH:8]=[O:9])=[C:6]([F:10])[C:5]([CH2:11][CH2:12][CH3:13])=[CH:4][CH:3]=1.CC1C=CC(S(O)(=O)=[O:22])=CC=1.[C:25]1([CH3:31])C=CC=CC=1>>[Br:1][C:2]1[C:7]([CH:8]2[O:22][CH2:25][CH2:31][O:9]2)=[C:6]([F:10])[C:5]([CH2:11][CH2:12][CH3:13])=[CH:4][CH:3]=1. Procedure details: A Dean-Stark condenser was attached, and a mixture of compound (51) (52.4 g, 213.8 mmol) prepared in Example 1, EG (39.8 g, 641.4 mmol) and PTSA (0.52 g, 1 wt %) was refluxed in a toluene (300 mL) solvent for 3 hours. The reaction mixture was washed with a saturated aqueous solution of sodium hydrogencarbonate, water and saturated brine, and dried over magnesium sulfate. Toluene was distilled off by an evaporator, and thus 2-(6-bromo-2-fluoro-3-propylphenyl)-1,3-dioxolane (78) (61.2 g, yield 99.... Starting materials: N(=NC(=O)OCC)C(=O)OCC (diethyl azodicarboxylate), CC1=CC(=NN1CC1=CC=C(C=C1)CO)C1=CC=CC=C1 ({4-[(5-methyl-3-phenyl-1H-pyrazol-1-yl)methyl]phenyl}methanol), OC1=CC=C(C=C1)CCC(=O)OC (methyl 3-(4-hydroxyphenyl)propanoate), C1(=CC=CC=C1)P(C1=CC=CC=C1)C1=CC=CC=C1 (triphenylphosphine). Solvent: ClCCl (dichloromethane). Yields the product CC1=CC(=NN1CC1=CC=C(COC2=CC=C(C=C2)CCC(=O)OC)C=C1)C1=CC=CC=C1 (methyl 3-[4-({4-[(5-methyl-3-phenyl-1H-pyrazol-1-yl)methyl]benzyl}oxy)phenyl]propanoate). Isolated yield 59.7%. Reaction SMILES: [CH3:1][C:2]1[N:6]([CH2:7][C:8]2[CH:13]=[CH:12][C:11]([CH2:14][OH:15])=[CH:10][CH:9]=2)[N:5]=[C:4]([C:16]2[CH:21]=[CH:20][CH:19]=[CH:18][CH:17]=2)[CH:3]=1.O[C:23]1[CH:28]=[CH:27][C:26]([CH2:29][CH2:30][C:31]([O:33][CH3:34])=[O:32])=[CH:25][CH:24]=1.C1(P(C2C=CC=CC=2)C2C=CC=CC=2)C=CC=CC=1.N(C(OCC)=O)=NC(OCC)=O>ClCCl>[CH3:1][C:2]1[N:6]([CH2:7][C:8]2[CH:13]=[CH:12][C:11]([CH2:14][O:15][C:23]3[CH:28]=[CH:27][C:26]([CH2:29][CH2:30][C:31]([O:33][CH3:34])=[O:32])=[CH:25][CH:24]=3)=[CH:10][CH:9]=2)[N:5]=[C:4]([C:16]2[CH:21]=[CH:20][CH:19]=[CH:18][CH:17]=2)[CH:3]=1. Reported procedure: To a mixture of {4-[(5-methyl-3-phenyl-1H-pyrazol-1-yl)methyl]phenyl}methanol (278 mg, 1.0 mmol), methyl 3-(4-hydroxyphenyl)propanoate (180 mg, 1.0 mmol), triphenylphosphine (393 mg, 1.5 mmol) and dichloromethane (5 mL) was added dropwise diethyl azodicarboxylate (40% toluene solution, 650 mg, 1.5 mmol) with stirring at room temperature, and the mixture was stirred at room temperature for 1 hr. After completion of the reaction, the reaction mixture was purified by silica gel column chromatograph...